From a dataset of the Open Reaction Database (ORD), a public repository of structured organic reaction records. describe an organic reaction: reactants, conditions, products, and yield The reactants are ClC=1C=CC(=C(OC2=C(C(=O)O)C=C(C=C2)OC)C1)[N+](=O)[O-] (2-(5-Chloro-2-nitrophenoxy)-5-methoxybenzoic acid), polyphosphoric acid. Run in O (water). Conditions: temperature 110 celsius, time 24 hour. The product is ClC1=CC=C(C=2OC3=CC=C(C=C3C(C12)=O)OC)[N+](=O)[O-] (1-Chloro-7-methoxy-4-nitro-9H-xanthen-9-one). Reaction SMILES: [Cl:1][C:2]1[CH:3]=[CH:4][C:5]([N+:20]([O-:22])=[O:21])=[C:6]([CH:19]=1)[O:7][C:8]1[CH:16]=[CH:15][C:14]([O:17][CH3:18])=[CH:13][C:9]=1[C:10]([OH:12])=O>O>[Cl:1][C:2]1[C:19]2[C:10](=[O:12])[C:9]3[C:8](=[CH:16][CH:15]=[C:14]([O:17][CH3:18])[CH:13]=3)[O:7][C:6]=2[C:5]([N+:20]([O-:22])=[O:21])=[CH:4][CH:3]=1. Procedure: 2-(5-Chloro-2-nitrophenoxy)-5-methoxybenzoic acid, 50 g, was added to 400 g of polyphosphoric acid, and the mixture stirred at 110° C. for 24 hours. The mixture was poured into 2 liters of water, and the resulting precipitate filtered to afford a light green solid. Recrystallization from dimethylformamide gave the title compound as green needles, mo 249°-251° C. The reactants are [Si](C)(C)(C(C)(C)C)OC1=CC=2CN(CCC2S1)CC1=C(C=CC=C1)Cl (2-(tert-butyldimethylsilyloxy)-5-(2-chlorobenzyl)-4,5,6,7-tetrahydrothieno[3,2-c]pyridine), O.C1(=CC=C(C=C1)S(=O)(=O)O)C (p-toluenesulfonic acid monohydrate). Solvent: C(Cl)Cl (methylene chloride). Reaction conditions: temperature 40 celsius, time 2 hour. Yields the product ClC1=C(CN2C=C3C(CC2)SC(C3)=O)C=CC=C1.CC=1C=CC(=CC1)S(=O)(=O)O (5-(2-chlorobenzyl)-5,6,7,7a-tetrahydrothieno[3,2-c]-pyridin-2-one p-toluenesulfonate). Yield: 83.2%. Reaction SMILES: [Si]([O:8][C:9]1[S:17][C:16]2[CH2:15][CH2:14][N:13]([CH2:18][C:19]3[CH:24]=[CH:23][CH:22]=[CH:21][C:20]=3[Cl:25])[CH2:12][C:11]=2[CH:10]=1)(C(C)(C)C)(C)C.O.[C:27]1([CH3:37])[CH:32]=[CH:31][C:30]([S:33]([OH:36])(=[O:35])=[O:34])=[CH:29][CH:28]=1>C(Cl)Cl>[Cl:25][C:20]1[CH:21]=[CH:22][CH:23]=[CH:24][C:19]=1[CH2:18][N:13]1[CH2:14][CH2:15][CH:16]2[S:17][C:9](=[O:8])[CH2:10][C:11]2=[CH:12]1.[CH3:37][C:27]1[CH:32]=[CH:31][C:30]([S:33]([OH:36])(=[O:35])=[O:34])=[CH:29][CH:28]=1 |f:1.2,4.5|. Procedure details: A mixture of 8.23 g of 2-(tert-butyldimethylsilyloxy)-5-(2-chlorobenzyl)-4,5,6,7-tetrahydrothieno[3,2-c]pyridine, 4.31 g of p-toluenesulfonic acid monohydrate and 40 ml of methylene chloride was stirred at 40° C. for 2 hours to obtain precipitated crystals. The obtained precipitated crystals were filtered, washed with 20 ml of methylene chloride and dried under reduced pressure to obtain 7.85 g of 5-(2-chlorobenzyl)-5,6,7,7a-tetrahydrothieno[3,2-c]-pyridin-2-one-p-toluenesulfonate. The reactants are Brc1ccccn1, OB(O)c1ccccc1Br, COCCOC, [K+], [K+], O=C([O-])[O-], CC(=O)[O-], CC(=O)[O-], [Pd+2], c1ccc(P(c2ccccc2)c2ccccc2)cc1. Product: Brc1ccccc1-c1ccccn1. Reaction SMILES: [Br:1][c:2]1[cH:3][cH:4][cH:5][cH:6][n:7]1.[Br:8][c:9]1[c:10]([B:15]([OH:16])[OH:17])[cH:11][cH:12][cH:13][cH:14]1.[CH3:52][O:53][CH2:54][CH2:55][O:56][CH3:57].[K+:37].[K+:38].[O-:39][C:40]([O-:41])=[O:42].[O-:44][C:45]([CH3:46])=[O:47].[O-:48][C:49]([CH3:50])=[O:51].[Pd+2:43].[c:18]1([P:19]([c:20]2[cH:21][cH:22][cH:23][cH:24][cH:25]2)[c:26]2[cH:27][cH:28][cH:29][cH:30][cH:31]2)[cH:32][cH:33][cH:34][cH:35][cH:36]1>>[c:2]1(-[c:10]2[c:9]([Br:8])[cH:14][cH:13][cH:12][cH:11]2)[cH:3][cH:4][cH:5][cH:6][n:7]1. Reaction conditions: temperature 40 celsius. Reported procedure: 182 parts of p-methoxyphenyl-thiourea are suspended in ethylene chloride, and dehydrated, as described in Example 1. 35.5 parts of chlorine gas are then passed in over 1 hour at 20° C., but without addition of bromine. After stirring for a further hour, 6 parts of bromine are added, the mixture is heated to 40° C., and a further 35.5 parts of chlorine gas are introduced at this temperature over one hour. The reaction product is isolated as described in Example 1. 168 parts of 6-methoxy-2-amino-b... The reactants are COC1=CC=C(C=C1)NC(=S)N (p-methoxyphenyl-thiourea), BrBr (bromine), ClCl (chlorine), ClCl (chlorine), BrBr (bromine). Run in C(CCl)Cl (ethylene chloride). The product is COC1=CC2=C(N=C(S2)N)C=C1 (6-methoxy-2-amino-benzothiazole). RXN SMILES: [CH3:1][O:2][C:3]1[CH:8]=[CH:7][C:6]([NH:9][C:10]([NH2:12])=[S:11])=[CH:5][CH:4]=1.ClCl.BrBr>C(Cl)CCl>[CH3:1][O:2][C:3]1[CH:4]=[CH:5][C:6]2[N:9]=[C:10]([NH2:12])[S:11][C:7]=2[CH:8]=1. Starting materials: NC=1NC2=C(N1)C=CC=C2 (2-aminobenzimidazole), C(C)(C)N=C=O (isopropyl isocyanate), CC(=O)C (acetone). Product: CC1(N=C2N(C3=C(N2C(N1C(C)C)=O)C=CC=C3)C(=O)NC(C)C)C (2,2-Dimethyl-N,3-diisopropyl-4-oxo-2,3,4,10-tetrahydro-1,3,5-triazino[1,2-a]benzimidazole-10-carboxamide). Reaction SMILES: [NH2:1][C:2]1[NH:3][C:4]2[CH:10]=[CH:9][CH:8]=[CH:7][C:5]=2[N:6]=1.[CH:11]([N:14]=[C:15]=[O:16])([CH3:13])[CH3:12].[CH3:17][C:18]([CH3:20])=O>>[CH3:12][C:11]1([CH3:13])[N:14]([CH:18]([CH3:20])[CH3:17])[C:15](=[O:16])[N:6]2[C:2]([N:3]([C:15]([NH:14][CH:11]([CH3:13])[CH3:12])=[O:16])[C:4]3[CH:10]=[CH:9][CH:8]=[CH:7][C:5]=32)=[N:1]1. Reported procedure: The title compound was prepared from 2-aminobenzimidazole, acetone and isopropyl isocyanate employing the method of the first paragraph of Example 1. The product was purified by column chromatography on silica, eluting with chloroform to give a white solid, mp 80°-89° C. The confirmatory elemental analysis is shown in Table III. Starting materials: O1CC(C1)N1C[C@@H](CC1)NC(OC(C)(C)C)=O ((R)-tert-butyl 1-(oxetan-3-yl)pyrrolidin-3-ylcarbamate), FC(C(=O)O)(F)F (trifluoroacetic acid). Solvent: ClCCl (dichloromethane). Conditions: time 4 hour. The product is O1CC(C1)N1C[C@@H](CC1)N ((R)-1-(oxetan-3-yl)pyrrolidin-3-amine). Reaction SMILES: [O:1]1[CH2:4][CH:3]([N:5]2[CH2:9][CH2:8][C@@H:7]([NH:10]C(=O)OC(C)(C)C)[CH2:6]2)[CH2:2]1.FC(F)(F)C(O)=O>ClCCl>[O:1]1[CH2:4][CH:3]([N:5]2[CH2:9][CH2:8][C@@H:7]([NH2:10])[CH2:6]2)[CH2:2]1. Reported procedure: To a solution of EXAMPLE 455A (0.7 g) in dichloromethane (2 mL) was added trifluoroacetic acid (2.2 mL). The reaction was stirred for 4 hours and concentrated. The concentrate was loaded onto an ion exchange column (Bond Elut Plexa column from Varian) which had been previously washed with 1:1 methanol/CH2Cl2. The trifluoroacetic acid was washed through with 1:1 methanol/CH2Cl2. The column was then eluted with 7 N NH3 in methanol to give the title compound. Starting materials: ClC(=O)N1[C@H](CN(C[C@H]1C)C(=O)OC(C)(C)C)C (cis 1-chlorocarbonyl-2,6-dimethyl-4-tert-butoxycarbonylpiperazine), ClC1=C(CO)C=CC=C1 (2-chloro-benzyl alcohol). Product: Cl.C[C@@H]1N([C@@H](CNC1)C)C(=O)OCC1=C(C=CC=C1)Cl (2-Chlorobenzyl cis-2,6-dimethylpiperazine-1-carboxylate hydrochloride), product. Isolated yield 14.0%. RXN SMILES: [Cl:1][C:2]([N:4]1[C@H:9]([CH3:10])[CH2:8][N:7](C(OC(C)(C)C)=O)[CH2:6][C@@H:5]1[CH3:18])=[O:3].[Cl:19][C:20]1[CH:27]=[CH:26][CH:25]=[CH:24][C:21]=1[CH2:22][OH:23]>>[ClH:1].[CH3:18][C@H:5]1[CH2:6][NH:7][CH2:8][C@@H:9]([CH3:10])[N:4]1[C:2]([O:23][CH2:22][C:21]1[CH:24]=[CH:25][CH:26]=[CH:27][C:20]=1[Cl:19])=[O:3] |f:2.3|. Procedure: 2-Chlorobenzyl cis-2,6-dimethylpiperazine-1-carboxylate hydrochloride was prepared from cis 1-chlorocarbonyl-2,6-dimethyl-4-tert-butoxycarbonylpiperazine and 2-chloro-benzyl alcohol according to the methods described for Examples 52 and 54 to give the product as a white solid (0.0901 g, 14% overall); νmax (nujol)/cm−1 3375, 2689, 2577, 1699, 1592, 1380, 1328, and 1300; δH (400 MHz, DMSO-d6) 9.62 (2 H, br), 7.50 (2 H, m), 7.40 (2 H, m), 5.19 (2 H, s), 4.33 (2 H, m), 3.18–3.06 (4 H, m), and 1.31 (... Starting materials: ClCCCC(CCCCC)OC(C)=O (1-chloro-4-acetoxynonane), C(C)(=O)OC(CCCN(S(=O)(=O)C)CCCCCCC(=O)OCC)CCCC=C (ethyl 7-[N-(4-acetoxy-8-nonenyl)methanesulfonamido]heptanoate), ClCCCC(CCCC=C)OC(C)=O (1-chloro-4-acetoxy-8-nonene), product. Product: O[C@@H](C#CCN(S(=O)(=O)C)CCCCCCC(=O)O)CCCCC (7-[N-(4(R)-hydroxy-2-nonynyl)methanesulfonamido]heptanoic acid). Reaction SMILES: ClCCCC(OC(=O)C)CCCCC.ClCCCC(OC(=O)C)CCCC=C.C([O:32][CH:33]([CH2:53][CH2:54][CH2:55][CH:56]=[CH2:57])[CH2:34][CH2:35][CH2:36][N:37]([CH2:42][CH2:43][CH2:44][CH2:45][CH2:46][CH2:47][C:48]([O:50]CC)=[O:49])[S:38]([CH3:41])(=[O:40])=[O:39])(=O)C>>[OH:32][C@H:33]([CH2:53][CH2:54][CH2:55][CH2:56][CH3:57])[C:34]#[C:35][CH2:36][N:37]([CH2:42][CH2:43][CH2:44][CH2:45][CH2:46][CH2:47][C:48]([OH:50])=[O:49])[S:38]([CH3:41])(=[O:39])=[O:40]. Reported procedure: The synthesis of this compound is carried out as described in Example 1 except that, in Step A, the 1-chloro-4-acetoxynonane is replaced by an equimolar amount of 1-chloro-4-acetoxy-8-nonene. The product of Step A is thus ethyl 7-[N-(4-acetoxy-8-nonenyl)methanesulfonamido]heptanoate. The subsequent step yields 7-[N-(4-hydroxy-8-nonenyl)methanesulfonamido]heptanoic acid (B). Starting materials: O1C(=NC2=C1C=CC=C2)N(C)CCOC2=CC=C(C=C2)CC(C(=O)OC)SC2=CC=CC=C2 (methyl 3-[4-[2-[N-(2-benzoxazolyl)-N-methylamino]ethoxy]phenyl]-2-(phenylthio)propanoate). The solvent is ClCCl.CCCCCC (dichloromethane hexane). The product is O1C(=NC2=C1C=CC=C2)N(C)CCOC2=CC=C(C=C2)CC(C(=O)O)SC2=CC=CC=C2 (3-[4-[2-[N-(2-Benzoxazolyl)-N-methylamino]ethoxy]phenyl]-2-(phenylthio)propanoic Acid). RXN SMILES: [O:1]1[C:5]2[CH:6]=[CH:7][CH:8]=[CH:9][C:4]=2[N:3]=[C:2]1[N:10]([CH2:12][CH2:13][O:14][C:15]1[CH:20]=[CH:19][C:18]([CH2:21][CH:22]([S:27][C:28]2[CH:33]=[CH:32][CH:31]=[CH:30][CH:29]=2)[C:23]([O:25]C)=[O:24])=[CH:17][CH:16]=1)[CH3:11]>ClCCl.CCCCCC>[O:1]1[C:5]2[CH:6]=[CH:7][CH:8]=[CH:9][C:4]=2[N:3]=[C:2]1[N:10]([CH2:12][CH2:13][O:14][C:15]1[CH:20]=[CH:19][C:18]([CH2:21][CH:22]([S:27][C:28]2[CH:33]=[CH:32][CH:31]=[CH:30][CH:29]=2)[C:23]([OH:25])=[O:24])=[CH:17][CH:16]=1)[CH3:11] |f:1.2|. Reported procedure: The title compound, mp 144°-7° C. (dichloromethane-hexane), was prepared from methyl 3-[4-[2-[N-(2-benzoxazolyl)-N-methylamino]ethoxy]phenyl]-2-(phenylthio)propanoate by a procedure similar to that described for Example 21. Starting materials: CC(C)O, FC(F)(F)c1ccc2c(Cl)ccnc2c1, [Na+], [Na+], O=C([O-])[O-], O, Nn1cccc1. The product is Cl, FC(F)(F)c1ccc2c(Nn3cccc3)ccnc2c1. RXN SMILES: [CH:29]([OH:30])([CH3:31])[CH3:32].[Cl:1][c:2]1[cH:3][cH:4][n:5][c:6]2[cH:7][c:8]([C:12]([F:13])([F:14])[F:15])[cH:9][cH:10][c:11]12.[Na+:23].[Na+:24].[O-:25][C:26](=[O:27])[O-:28].[OH2:22].[n:16]1([NH2:21])[cH:17][cH:18][cH:19][cH:20]1>>[ClH:1].[c:2]1([NH:21][n:16]2[cH:17][cH:18][cH:19][cH:20]2)[cH:3][cH:4][n:5][c:6]2[cH:7][c:8]([C:12]([F:13])([F:14])[F:15])[cH:9][cH:10][c:11]12.